This data is from the Open Reaction Database (ORD), a public repository of structured organic reaction records. The task is: describe an organic reaction: reactants, conditions, products, and yield The reactants are CC(C)Cn1c(C(=O)OC(C)(C)C)c(OS(=O)(=O)C(F)(F)F)c2cc(OCc3ccccc3)ccc2c1=O, Cc1ccccc1, CCO, [Na+], [Na+], O=C([O-])[O-], O, OB(O)c1ccccc1, [Pd], c1ccc(P(c2ccccc2)c2ccccc2)cc1, c1ccc(P(c2ccccc2)c2ccccc2)cc1, c1ccc(P(c2ccccc2)c2ccccc2)cc1, c1ccc(P(c2ccccc2)c2ccccc2)cc1. Product: CC(C)Cn1c(C(=O)OC(C)(C)C)c(-c2ccccc2)c2cc(OCc3ccccc3)ccc2c1=O. As a reaction SMILES: [CH2:1]([c:2]1[cH:3][cH:4][cH:5][cH:6][cH:7]1)[O:8][c:9]1[cH:10][c:11]2[c:12]([O:31][S:32]([C:33]([F:34])([F:35])[F:36])(=[O:37])=[O:38])[c:13]([C:24](=[O:25])[O:26][C:27]([CH3:28])([CH3:29])[CH3:30])[n:14]([CH2:20][CH:21]([CH3:22])[CH3:23])[c:15](=[O:19])[c:16]2[cH:17][cH:18]1.[CH3:54][c:55]1[cH:56][cH:57][cH:58][cH:59][cH:60]1.[CH3:61][CH2:62][OH:63].[Na+:48].[Na+:49].[O-:50][C:51](=[O:52])[O-:53].[OH2:64].[OH:39][B:40]([OH:41])[c:42]1[cH:43][cH:44][cH:45][cH:46][cH:47]1.[Pd:65].[c:104]1([P:105]([c:106]2[cH:107][cH:108][cH:109][cH:110][cH:111]2)[c:112]2[cH:113][cH:114][cH:115][cH:116][cH:117]2)[cH:118][cH:119][cH:120][cH:121][cH:122]1.[c:123]1([P:124]([c:125]2[cH:126][cH:127][cH:128][cH:129][cH:130]2)[c:131]2[cH:132][cH:133][cH:134][cH:135][cH:136]2)[cH:137][cH:138][cH:139][cH:140][cH:141]1.[c:66]1([P:67]([c:68]2[cH:69][cH:70][cH:71][cH:72][cH:73]2)[c:74]2[cH:75][cH:76][cH:77][cH:78][cH:79]2)[cH:80][cH:81][cH:82][cH:83][cH:84]1.[c:85]1([P:86]([c:87]2[cH:88][cH:89][cH:90][cH:91][cH:92]2)[c:93]2[cH:94][cH:95][cH:96][cH:97][cH:98]2)[cH:99][cH:100][cH:101][cH:102][cH:103]1>>[CH2:1]([c:2]1[cH:3][cH:4][cH:5][cH:6][cH:7]1)[O:8][c:9]1[cH:10][c:11]2[c:12](-[c:42]3[cH:43][cH:44][cH:45][cH:46][cH:47]3)[c:13]([C:24](=[O:25])[O:26][C:27]([CH3:28])([CH3:29])[CH3:30])[n:14]([CH2:20][CH:21]([CH3:22])[CH3:23])[c:15](=[O:19])[c:16]2[cH:17][cH:18]1. The reactants are O=C([O-])O, COC(=O)c1cc2ccsc2nc1N, O=N[O-], [Na+], [Na+], O=[PH2]O. Product: COC(=O)c1cc2ccsc2[nH]c1=O. As a reaction SMILES: [C:19](=[O:20])([OH:21])[O-:22].[CH3:1][O:2][C:3](=[O:4])[c:5]1[cH:6][c:7]2[c:8]([n:9][c:10]1[NH2:11])[s:12][cH:13][cH:14]2.[N:15](=[O:16])[O-:17].[Na+:18].[Na+:23].[PH2:24](=[O:25])[OH:26]>>[CH3:1][O:2][C:3](=[O:4])[c:5]1[cH:6][c:7]2[c:8]([nH:9][c:10]1=[O:16])[s:12][cH:13][cH:14]2. Reactants: FC(C(=O)OCC)C(=O)C (ethyl 2-fluoroacetoacetat), C(C)O (ethanol), CNC (dimethylamine). The product is FC(C(=O)N(C)C)C(C)=O (2-Fluoro-N,N-dimethyl-3-oxobutanamide). As a reaction SMILES: [F:1][CH:2]([C:8]([CH3:10])=[O:9])[C:3](OCC)=[O:4].C(O)C.[CH3:14][NH:15][CH3:16]>>[F:1][CH:2]([C:8](=[O:9])[CH3:10])[C:3]([N:15]([CH3:16])[CH3:14])=[O:4]. Reported procedure: 0.2 mol (25 ml) of ethyl 2-fluoroacetoacetat and 107 ml 33% dimethylamine in ethanol (0.6 mol dimethylamine) were stirred for 3 h at 70° C. The reaction mixture was evaporated to dryness and 27 g of crude product chromatographed over 350 g silica gel with ethyl acetate/methanol 9/1. 13.4 g of the title compound were obtained. The reactants are COC(C)(C)C (methyl-tert-butylether), CC(C(=O)OC(C(C)C)OC(=S)C)C (2-Methyl-1-methylthiocarbonyloxypropyl 2-methylpropanoate). Solvent: O (water). Product: CC(C(=O)O[C@H](C(C)C)OC(=S)C)C ((1S)-2-Methyl-1-methylthiocarbonyloxypropyl 2-methylpropanoate). Isolated yield 70.0%. RXN SMILES: COC(C)(C)C.[CH3:7][CH:8]([CH3:20])[C:9]([O:11][CH:12]([O:16][C:17]([CH3:19])=[S:18])[CH:13]([CH3:15])[CH3:14])=[O:10]>O>[CH3:7][CH:8]([CH3:20])[C:9]([O:11][C@@H:12]([O:16][C:17]([CH3:19])=[S:18])[CH:13]([CH3:14])[CH3:15])=[O:10]. Reported procedure: A mixture of 990 mL methyl-tert-butylether (MTBE) and 10 mL water was stirred until a clear solution was obtained (ca. 5 hrs). To this solution was added 2-methyl-1-methylthiocarbonyloxypropyl 2-methylpropanoate (2b) (50 g) and PLE/MPEG (50 mg/1 g, 7.5 g). The resulting suspension was stirred at room temperature. The reaction was monitored by 1H-NMR using a chiral solvating agent. After 1H-NMR showed only one enantiomer remained in the reaction mixture (ca. 48 hrs), the reaction was quenched by ... The reactants are C(C)OC(CC1=CC=C(C=C1)N)=O ((4-aminophenyl)acetic acid ethyl ester), C1(CCCC1)C#N (cyclopentanecarbonitrile), C(C)OC(CC1=CC(=C(C=C1)N)C(=O)C1CCCC1)=O ((4-amino-3-cyclopentanecarbonylphenyl)acetic acid ethyl ester), NC=1SC=CN1 (2-aminothiazole). Product: C(C)OC(CC1=CC(=C(C=C1)N)C(=O)C1CCCC1)=O ((4-Amino-3-cyclopentanecarbonylphenyl)acetic acid ethyl ester), C(C)OC(CC1=CC(=C(C=C1)NC(=O)NC=1SC=CN1)C(=O)C1CCCC1)=O ([3-Cyclopentanecarbonyl-4-(3-thiazol-2-yl-ureido)phenyl]acetic acid ethyl ester). RXN SMILES: [CH2:1]([O:3]C(=O)CC1C=CC(N)=CC=1)C.C1(C#N)CCCC1.[CH2:21]([O:23][C:24](=[O:40])[CH2:25][C:26]1[CH:31]=[CH:30][C:29]([NH2:32])=[C:28]([C:33]([CH:35]2[CH2:39][CH2:38][CH2:37][CH2:36]2)=[O:34])[CH:27]=1)[CH3:22].[NH2:41][C:42]1[S:43][CH:44]=[CH:45][N:46]=1>>[CH2:21]([O:23][C:24](=[O:40])[CH2:25][C:26]1[CH:31]=[CH:30][C:29]([NH2:32])=[C:28]([C:33]([CH:35]2[CH2:39][CH2:38][CH2:37][CH2:36]2)=[O:34])[CH:27]=1)[CH3:22].[CH2:21]([O:23][C:24](=[O:40])[CH2:25][C:26]1[CH:31]=[CH:30][C:29]([NH:32][C:1]([NH:41][C:42]2[S:43][CH:44]=[CH:45][N:46]=2)=[O:3])=[C:28]([C:33]([CH:35]2[CH2:39][CH2:38][CH2:37][CH2:36]2)=[O:34])[CH:27]=1)[CH3:22]. Procedure details: (4-Amino-3-cyclopentanecarbonylphenyl)acetic acid ethyl ester (2.7 g) is prepared from (4-aminophenyl)acetic acid ethyl ester (18.0 g, 0.1 mol) and cyclopentanecarbonitrile (9.5 g, 0.1 mol) following the general procedure I. [3-Cyclopentanecarbonyl-4-(3-thiazol-2-yl-ureido)phenyl]acetic acid ethyl ester (140 mg) is prepared from (4-amino-3-cyclopentanecarbonylphenyl)acetic acid ethyl ester (138 mg, 0.5 mmol) and 2-aminothiazole (0.060 g, 0.6 mmol) following the general procedure D. Reactants: CC#N, NC1COCCC1CN1CCCC(Cc2ccc(F)cc2)C1, Cn1nnnc1-c1cccc(NC(=O)Oc2ccccc2)c1. Yields the product Cn1nnnc1-c1cccc(NC(=O)NC2COCCC2CN2CCCC(Cc3ccc(F)cc3)C2)c1. As a reaction SMILES: [CH3:45][C:46]#[N:47].[F:1][c:2]1[cH:3][cH:4][c:5]([CH2:6][CH:7]2[CH2:8][N:9]([CH2:13][CH:14]3[CH:15]([NH2:20])[CH2:16][O:17][CH2:18][CH2:19]3)[CH2:10][CH2:11][CH2:12]2)[cH:21][cH:22]1.[c:23]1([O:29][C:30](=[O:24])[NH:31][c:32]2[cH:33][c:34](-[c:38]3[n:39][n:40][n:41][n:42]3[CH3:43])[cH:35][cH:36][cH:37]2)[cH:25][cH:26][cH:27][cH:28][cH:44]1>>[F:1][c:2]1[cH:3][cH:4][c:5]([CH2:6][CH:7]2[CH2:8][N:9]([CH2:13][CH:14]3[CH:15]([NH:20][C:30](=[O:29])[NH:31][c:32]4[cH:33][c:34](-[c:38]5[n:39][n:40][n:41][n:42]5[CH3:43])[cH:35][cH:36][cH:37]4)[CH2:16][O:17][CH2:18][CH2:19]3)[CH2:10][CH2:11][CH2:12]2)[cH:21][cH:22]1. Starting materials: [Al] (aluminum), C1(=CC=CC=C1)O (phenol). The product is [O-]C1=CC=CC=C1.[Al+3].[O-]C1=CC=CC=C1.[O-]C1=CC=CC=C1 (aluminum phenoxide). Reaction SMILES: [Al:1].[C:2]1([OH:8])[CH:7]=[CH:6][CH:5]=[CH:4][CH:3]=1>>[O-:8][C:2]1[CH:7]=[CH:6][CH:5]=[CH:4][CH:3]=1.[Al+3:1].[O-:8][C:2]1[CH:7]=[CH:6][CH:5]=[CH:4][CH:3]=1.[O-:8][C:2]1[CH:7]=[CH:6][CH:5]=[CH:4][CH:3]=1 |f:2.3.4.5|. Procedure details: Alternatively, when aluminum, a phenol compound, and a conjugated diolefin copolymer are simultaneously added into a reactor and heated at about 150° to 300° C., aluminum phenoxide is initially formed in the system and then catalyzes the alkylation reaction. Starting materials: COc1cccc2c(Nc3ccc(C(=O)NC4CCN(Cc5ccccc5)CC4)cc3)c(C(=O)O)cnc12, COc1cccc(CN2CCC(N)CC2)c1, COc1cccc(CCl)c1, C1CC2(CCN1)OCCO2, O. Yields the product COc1cccc(CN2CCC(NC(=O)c3cnc4c(OC)cccc4c3Nc3ccc(C(=O)NC4CCN(Cc5ccccc5)CC4)cc3)CC2)c1. As a reaction SMILES: [CH3:1][O:2][c:3]1[cH:4][cH:5][cH:6][c:7]2[c:8]([NH:16][c:17]3[cH:18][cH:19][c:20]([C:23](=[O:24])[NH:25][CH:26]4[CH2:27][CH2:28][N:29]([CH2:32][c:33]5[cH:34][cH:35][cH:36][cH:37][cH:38]5)[CH2:30][CH2:31]4)[cH:21][cH:22]3)[c:9]([C:13](=[O:14])[OH:15])[cH:10][n:11][c:12]12.[CH3:39][O:40][c:41]1[cH:42][c:43]([CH2:47][N:48]2[CH2:49][CH2:50][CH:51]([NH2:54])[CH2:52][CH2:53]2)[cH:44][cH:45][cH:46]1.[CH3:55][O:56][c:57]1[cH:58][c:59]([CH2:63][Cl:64])[cH:60][cH:61][cH:62]1.[O:65]1[C:66]2([CH2:67][CH2:68][NH:69][CH2:70][CH2:71]2)[O:72][CH2:73][CH2:74]1.[OH2:75]>>[CH3:1][O:2][c:3]1[cH:4][cH:5][cH:6][c:7]2[c:8]([NH:16][c:17]3[cH:18][cH:19][c:20]([C:23](=[O:24])[NH:25][CH:26]4[CH2:27][CH2:28][N:29]([CH2:32][c:33]5[cH:34][cH:35][cH:36][cH:37][cH:38]5)[CH2:30][CH2:31]4)[cH:21][cH:22]3)[c:9]([C:13](=[O:14])[NH:54][CH:51]3[CH2:50][CH2:49][N:48]([CH2:47][c:43]4[cH:42][c:41]([O:40][CH3:39])[cH:46][cH:45][cH:44]4)[CH2:53][CH2:52]3)[cH:10][n:11][c:12]12. The reactants are C[Si](C)(C)CCN1C(=O)CN(c2ccc(C=Cc3cn[nH]c3)cc2OCc2ccccc2)S1(=O)=O, CI, CC#N, [K+], [K+], O=C([O-])[O-]. The product is Cn1cc(C=Cc2ccc(N3CC(=O)N(CC[Si](C)(C)C)S3(=O)=O)c(OCc3ccccc3)c2)cn1. Reaction SMILES: [CH2:1]([c:2]1[cH:3][cH:4][cH:5][cH:6][cH:7]1)[O:8][c:9]1[c:10]([N:22]2[CH2:23][C:24](=[O:35])[N:25]([CH2:29][CH2:30][Si:31]([CH3:32])([CH3:33])[CH3:34])[S:26]2(=[O:27])=[O:28])[cH:11][cH:12][c:13]([CH:15]=[CH:16][c:17]2[cH:18][n:19][nH:20][cH:21]2)[cH:14]1.[CH3:36][I:37].[CH3:44][C:45]#[N:46].[K+:38].[K+:39].[O-:40][C:41]([O-:42])=[O:43]>>[CH2:1]([c:2]1[cH:3][cH:4][cH:5][cH:6][cH:7]1)[O:8][c:9]1[c:10]([N:22]2[CH2:23][C:24](=[O:35])[N:25]([CH2:29][CH2:30][Si:31]([CH3:32])([CH3:33])[CH3:34])[S:26]2(=[O:27])=[O:28])[cH:11][cH:12][c:13]([CH:15]=[CH:16][c:17]2[cH:18][n:19]([CH3:41])[n:20][cH:21]2)[cH:14]1. Reactants: OC(COC=1C=CC2=C(C(C=C(O2)C(=O)O)=O)C1)COC1=C(C=CC=C1)CCC (6-[2-hydroxy-3-(2-propylphenoxy)propoxy]-4-oxo-4H-1-benzopyran-2-carboxylic acid), C([O-])(O)=O.[Na+] (sodium bicarbonate). Run in O (water). Product: O.OC(COC=1C=CC2=C(C(C=C(O2)C(=O)[O-])=O)C1)COC1=C(C=CC=C1)CCC.[Na+].[Na+].OC(COC=1C=CC2=C(C(C=C(O2)C(=O)[O-])=O)C1)COC1=C(C=CC=C1)CCC (sodium 6-[2-hydroxy-3-(2-propylphenoxy)propoxy]-4-oxo-4H-1-benzopyran-2-carboxylate, hemihydrate). RXN SMILES: [OH:1][CH:2]([CH2:19][O:20][C:21]1[CH:26]=[CH:25][CH:24]=[CH:23][C:22]=1[CH2:27][CH2:28][CH3:29])[CH2:3][O:4][C:5]1[CH:6]=[CH:7][C:8]2[O:13][C:12]([C:14]([OH:16])=[O:15])=[CH:11][C:10](=[O:17])[C:9]=2[CH:18]=1.C(=O)(O)[O-].[Na+:34]>O>[OH2:1].[OH:1][CH:2]([CH2:19][O:20][C:21]1[CH:26]=[CH:25][CH:24]=[CH:23][C:22]=1[CH2:27][CH2:28][CH3:29])[CH2:3][O:4][C:5]1[CH:6]=[CH:7][C:8]2[O:13][C:12]([C:14]([O-:16])=[O:15])=[CH:11][C:10](=[O:17])[C:9]=2[CH:18]=1.[Na+:34].[Na+:34].[OH:1][CH:2]([CH2:19][O:20][C:21]1[CH:26]=[CH:25][CH:24]=[CH:23][C:22]=1[CH2:27][CH2:28][CH3:29])[CH2:3][O:4][C:5]1[CH:6]=[CH:7][C:8]2[O:13][C:12]([C:14]([O-:16])=[O:15])=[CH:11][C:10](=[O:17])[C:9]=2[CH:18]=1 |f:1.2,4.5.6.7.8|. Reported procedure: A mixture of 7.31 parts of 6-[2-hydroxy-3-(2-propylphenoxy)propoxy]-4-oxo-4H-1-benzopyran-2-carboxylic acid and 1.54 parts of sodium bicarbonate in 100 parts of water, was heated to effect solution. The solution was filtered and freeze dried to yield 7.5 parts of sodium 6-[2-hydroxy-3-(2-propylphenoxy)propoxy]-4-oxo-4H-1-benzopyran-2-carboxylate, hemihydrate.